This data is from the Open Reaction Database (ORD), a public repository of structured organic reaction records. The task is: describe an organic reaction: reactants, conditions, products, and yield The reactants are [N+](=O)([O-])C1=C2C(C(=O)OC2=O)=CC=C1 (3-nitrophthalic anhydride), C[C@H](C1=CC=CC=C1)N ((R)-α-methylbenzylamine). Run in C(Cl)(Cl)Cl (chloroform). Reaction conditions: temperature 180 celsius. Yields the product C1(=CC=CC=C1)[C@@H](C)N1C(C2=CC=CC(=C2C1=O)[N+](=O)[O-])=O ((R)-2-(1-phenylethyl)-4-nitro-1H-isoindole-1.3-dione). Yield: 72.7%. As a reaction SMILES: [N+:1]([C:4]1[CH:14]=[CH:13][CH:12]=[C:6]2[C:7]([O:9][C:10](=[O:11])[C:5]=12)=O)([O-:3])=[O:2].[CH3:15][C@@H:16]([NH2:23])[C:17]1[CH:22]=[CH:21][CH:20]=[CH:19][CH:18]=1>C(Cl)(Cl)Cl>[C:17]1([C@H:16]([N:23]2[C:10](=[O:11])[C:5]3[C:6](=[CH:12][CH:13]=[CH:14][C:4]=3[N+:1]([O-:3])=[O:2])[C:7]2=[O:9])[CH3:15])[CH:22]=[CH:21][CH:20]=[CH:19][CH:18]=1. Procedure details: 386 mg of 3-nitrophthalic anhydride and 242 mg of (R)-α-methylbenzylamine were charged in an egg-plant type flask of 50 ml, followed by stirring under heating at a temperature of 180° C. for 1.5 hours. After cooled, the reaction product was dissolved in chloroform, purified by silica gel column chromatography (eluent; methylene chloride:methanol=30:1 v/v), recrystallized from a mixed solvent of n-hexane-ethyl acetate, to obtain 430 mg of the desired product as a light yellow powder. Yield: 73%. ... The reactants are C(C)(C)(C)C=1N=C(C2=C(N1)N(N=N2)CC2=C(C=CC=C2)Cl)N2CCOCC2 (5-tert-Butyl-3-(2-chloro-benzyl)-7-morpholin-4-yl-3H-[1,2,3]triazolo[4,5-d]pyrimidine), C(C)(C)(C)C=1N=C(C2=C(N1)N(N=N2)CC2=C(C=CC=C2)Cl)Cl (5-tert-butyl-7-chloro-3-(2-chlorobenzyl)-3H-[1,2,3]triazolo[4,5-d]pyrimidine), Cl.N1C[C@H](CCC1)O ((S)-piperidin-3-ol hydrochloride). Yields the product C(C)(C)(C)C=1N=C(C2=C(N1)N(N=N2)CC2=C(C=CC=C2)Cl)N2C[C@H](CCC2)O ((S)-1-[5-tert-Butyl-3-(2-chloro-benzyl)-3H-[1,2,3]triazolo[4,5-d]pyrimidin-7-yl]-piperidin-3-ol), gum. Isolated yield 70.0%. As a reaction SMILES: [C:1]([C:5]1[N:6]=[C:7]([N:22]2[CH2:27][CH2:26][O:25][CH2:24][CH2:23]2)[C:8]2[N:13]=[N:12][N:11]([CH2:14][C:15]3[CH:20]=[CH:19][CH:18]=[CH:17][C:16]=3[Cl:21])[C:9]=2[N:10]=1)([CH3:4])([CH3:3])[CH3:2].[C:28](C1N=C(Cl)C2N=NN(CC3C=CC=CC=3Cl)C=2N=1)(C)(C)C.Cl.N1CCC[C@H](O)C1>>[C:1]([C:5]1[N:6]=[C:7]([N:22]2[CH2:27][CH2:26][CH2:28][C@H:24]([OH:25])[CH2:23]2)[C:8]2[N:13]=[N:12][N:11]([CH2:14][C:15]3[CH:20]=[CH:19][CH:18]=[CH:17][C:16]=3[Cl:21])[C:9]=2[N:10]=1)([CH3:2])([CH3:3])[CH3:4] |f:2.3|. Procedure details: In analogy to the procedure described for the synthesis of 5-tert-butyl-3-(2-chloro-benzyl)-7-morpholin-4-yl-3H-[1,2,3]triazolo[4,5-d]pyrimidine (example 1, step c), the title compound was prepared from 5-tert-butyl-7-chloro-3-(2-chlorobenzyl)-3H-[1,2,3]triazolo[4,5-d]pyrimidine and (S)-piperidin-3-ol hydrochloride and isolated as light-yellow gum (13.3 mg, 70%). MS (m/e): 401.4 (MH+). Reactants: 3-Methoxy boronic acid, C(=O)([O-])[O-].[Na+].[Na+] (Na2CO3), BrC=1C=C(C=NC1)C1=CC(=NC(=C1)NC(C)(C)C)C1=NC=CC=C1 ((5″-Bromo-[2,2′;4′,3″]terpyridin-6′-yl)-tert-butyl-amine), PdCl2dppf, COCCOC (DME). Run in C(Cl)Cl (DCM). Yields the product C(C)(C)(C)NC1=CC(=CC(=N1)C1=NC=CC=C1)C=1C=NC=C(C1)C1=CC(=CC=C1)OC (Tert-Butyl-[5″-(3-methoxy-phenyl)-[2,2′;4′,3″]terpyridin-6′-yl]-amine). As a reaction SMILES: C([O-])([O-])=O.[Na+].[Na+].Br[C:8]1[CH:9]=[C:10]([C:14]2[CH:19]=[C:18]([NH:20][C:21]([CH3:24])([CH3:23])[CH3:22])[N:17]=[C:16]([C:25]3[CH:30]=[CH:29][CH:28]=[CH:27][N:26]=3)[CH:15]=2)[CH:11]=[N:12][CH:13]=1.CO[CH2:33][CH2:34][O:35][CH3:36]>C(Cl)Cl>[C:21]([NH:20][C:18]1[N:17]=[C:16]([C:25]2[CH:30]=[CH:29][CH:28]=[CH:27][N:26]=2)[CH:15]=[C:14]([C:10]2[CH:11]=[N:12][CH:13]=[C:8]([C:10]3[CH:9]=[CH:8][CH:13]=[C:34]([O:35][CH3:36])[CH:33]=3)[CH:9]=2)[CH:19]=1)([CH3:24])([CH3:23])[CH3:22] |f:0.1.2|. Procedure details: To a solution of 3-Methoxy boronic acid (1.2 eq, 0.252 mmol, 32 mg) and 2M Na2CO3 (1 eq, 0.21 mmol, 0.1 ml) in dry DME (1 ml) under an inert atmosphere of argon are added (5″-Bromo-[2,2′;4′,3″]terpyridin-6′-yl)-tert-butyl-amine (Example 2.48; Step 1) (1 eq, 0.21 mmol, 80 mg) and PdCl2dppf (0.1 eq, 0.021 mmol, 15 mg). The reaction mixture is heated using microwave radiation at 90° C. for 2 hours 30 mins. The reaction mixture is dissolved in DCM and washed with water. The organic solvent is reduce... Starting materials: OCCCCCCBr, C#CCCC#CCCCC, [Li], N. The product is CCCCC#CCCC#CCCCCCCO. RXN SMILES: [Br:1][CH2:2][CH2:3][CH2:4][CH2:5][CH2:6][CH2:7][OH:8].[CH:9]#[C:10][CH2:11][CH2:12][C:13]#[C:14][CH2:15][CH2:16][CH2:17][CH3:18].[Li:19].[NH3:20]>>[CH2:2]([CH2:3][CH2:4][CH2:5][CH2:6][CH2:7][OH:8])[C:9]#[C:10][CH2:11][CH2:12][C:13]#[C:14][CH2:15][CH2:16][CH2:17][CH3:18]. The reactants are ClC=1C=NC(=C(C(=O)O)C1)N1CC(C1)OC1=CC(=CC=C1)OC(F)(F)F (5-chloro-2-(3-(3-(trifluoromethoxy)phenoxy)azetidin-1-yl)nicotinic acid), Cl.NC1(CC1)C1=CC=C(C(=O)OC)C=C1 (methyl 4-(1-aminocyclopropyl)benzoate hydrochloride). Yields the product ClC=1C=NC(=C(C(=O)NC2(CC2)C2=CC=C(C(=O)OC)C=C2)C1)N1CC(C1)OC1=CC(=CC=C1)OC(F)(F)F (methyl 4-(1-(5-chloro-2-(3-(3-(trifluoromethoxy)phenoxy)azetidin-1-yl)nicotinamido)cyclopropyl)benzoate). Isolated yield 75.7%. As a reaction SMILES: [Cl:1][C:2]1[CH:3]=[N:4][C:5]([N:11]2[CH2:14][CH:13]([O:15][C:16]3[CH:21]=[CH:20][CH:19]=[C:18]([O:22][C:23]([F:26])([F:25])[F:24])[CH:17]=3)[CH2:12]2)=[C:6]([CH:10]=1)[C:7](O)=[O:8].Cl.[NH2:28][C:29]1([C:32]2[CH:41]=[CH:40][C:35]([C:36]([O:38][CH3:39])=[O:37])=[CH:34][CH:33]=2)[CH2:31][CH2:30]1>>[Cl:1][C:2]1[CH:3]=[N:4][C:5]([N:11]2[CH2:12][CH:13]([O:15][C:16]3[CH:21]=[CH:20][CH:19]=[C:18]([O:22][C:23]([F:24])([F:26])[F:25])[CH:17]=3)[CH2:14]2)=[C:6]([CH:10]=1)[C:7]([NH:28][C:29]1([C:32]2[CH:41]=[CH:40][C:35]([C:36]([O:38][CH3:39])=[O:37])=[CH:34][CH:33]=2)[CH2:31][CH2:30]1)=[O:8] |f:1.2|. Procedure: The title compound (D153) (120 mg) was prepared according to the experimental procedure described in Description 144 starting from 5-chloro-2-(3-(3-(trifluoromethoxy)phenoxy)azetidin-1-yl)nicotinic acid (D107) (110 mg, 0.282 mmol) and methyl 4-(1-aminocyclopropyl)benzoate (D7) (64.43 mg, 0.282 mmol). Starting materials: COc1cc(C=O)c(I)cc1OCc1ccccc1, CC(=O)[O-], CCO, Cl, NO, [Na+]. The product is COc1cc(C=NO)c(I)cc1OCc1ccccc1. RXN SMILES: [CH2:1]([c:2]1[cH:3][cH:4][cH:5][cH:6][cH:7]1)[O:8][c:9]1[cH:10][c:11]([I:19])[c:12]([CH:13]=[O:14])[cH:15][c:16]1[O:17][CH3:18].[CH3:24][C:25](=[O:26])[O-:27].[CH3:28][CH2:29][OH:30].[ClH:20].[NH2:21][OH:22].[Na+:23]>>[CH2:1]([c:2]1[cH:3][cH:4][cH:5][cH:6][cH:7]1)[O:8][c:9]1[cH:10][c:11]([I:19])[c:12]([CH:13]=[N:21][OH:22])[cH:15][c:16]1[O:17][CH3:18].